From a dataset of the Open Reaction Database (ORD), a public repository of structured organic reaction records. describe an organic reaction: reactants, conditions, products, and yield Starting materials: CN1N=CC=C1[C@@H]1[C@H](CCCC1)O ((1S*,2R*)-2-(1-methyl-1H-pyrazol-5-yl)cyclohexanol). The solvent is CCCCCC.C(C)O (hexane ethanol). Product: CN1N=CC=C1[C@H]1[C@@H](CCCC1)O ((1R,2S)-2-(1-Methyl-1H-pyrazol-5-yl)cyclohexanol). RXN SMILES: [CH3:1][N:2]1[C:6]([C@H:7]2[CH2:12][CH2:11][CH2:10][CH2:9][C@@H:8]2[OH:13])=[CH:5][CH:4]=[N:3]1>CCCCCC.C(O)C>[CH3:1][N:2]1[C:6]([C@@H:7]2[CH2:12][CH2:11][CH2:10][CH2:9][C@H:8]2[OH:13])=[CH:5][CH:4]=[N:3]1 |f:1.2|. Reported procedure: The (1S*,2R*)-2-(1-methyl-1H-pyrazol-5-yl)cyclohexanol prepared in Example 4a was optically resolved with CHIRALPAK IB (Daicel Corp.; hexane/ethanol=9:1) to yield the title compound as a colorless oil. Starting materials: COC=1C=C(C=CC=O)C=CC1OCC=1N=C(OC1)C1=CC=CC=C1 (3-methoxy-4-(2-phenyl-4-oxazolylmethoxy)cinnamaldehyde), O1C(NC(C1)=O)=O (2,4-oxazolidinedione), N1CCCCC1 (piperidine). The solvent is C(C)(=O)O (acetic acid). Run at time 3 day. Yields the product COC=1C=C(C=CC=C2C(NC(O2)=O)=O)C=CC1OCC=1N=C(OC1)C1=CC=CC=C1 (5-[3-methoxy-4-(2-phenyl-4-oxazolylmethoxy)cinnamylidene]-2,4-oxazolidinedione). Isolated yield 42.3%. Reaction SMILES: [CH3:1][O:2][C:3]1[CH:4]=[C:5]([CH:10]=[CH:11][C:12]=1[O:13][CH2:14][C:15]1[N:16]=[C:17]([C:20]2[CH:25]=[CH:24][CH:23]=[CH:22][CH:21]=2)[O:18][CH:19]=1)[CH:6]=[CH:7][CH:8]=O.[O:26]1[CH2:30][C:29](=[O:31])[NH:28][C:27]1=[O:32].N1CCCCC1>C(O)(=O)C>[CH3:1][O:2][C:3]1[CH:4]=[C:5]([CH:10]=[CH:11][C:12]=1[O:13][CH2:14][C:15]1[N:16]=[C:17]([C:20]2[CH:25]=[CH:24][CH:23]=[CH:22][CH:21]=2)[O:18][CH:19]=1)[CH:6]=[CH:7][CH:8]=[C:30]1[O:26][C:27](=[O:32])[NH:28][C:29]1=[O:31]. Procedure details: A mixture of 3-methoxy-4-(2-phenyl-4-oxazolylmethoxy)cinnamaldehyde (5.5 g), 2,4-oxazolidinedione (6.7 g), piperidine (1.4 g) and acetic acid (120 ml) was stirred for three days under reflux. The reaction mixture was cooled, and resulting crystalline precipitate was collected by filtration, which was washed with water, ethanol and isopropyl ether, successively to give 5-[3-methoxy-4-(2-phenyl-4-oxazolylmethoxy)cinnamylidene]-2,4-oxazolidinedione (2.9 g, 43%), which was recrystallized from chloro...